Dataset: the Open Reaction Database (ORD), a public repository of structured organic reaction records. Task: describe an organic reaction: reactants, conditions, products, and yield The reactants are COC=1C=C2CCCC(C2=CC1OC)=O (6,7-dimethoxy-1-tetralone), C(CCC)[Li] (n-butyllithium), BrC1=CC=C(OCCN2CCCC2)C=C1 (1-(2-(4-bromophenoxy)ethyl)pyrrolidine). Solvent: C1CCOC1 (THF), CCOCC (ether), C1CCOC1 (THF). Reaction conditions: temperature -78 celsius, time 1 hour. The product is COC=1C=C2CCC=C(C2=CC1OC)C1=CC=C(OCCN2CCCC2)C=C1 (1-{2-[4-(6,7-Dimethoxy-3,4-dihydro-naphthalen-1-yl)-phenoxy]-ethyl}-pyrrolidine). Yield: 36.2%. RXN SMILES: Br[C:2]1[CH:15]=[CH:14][C:5]([O:6][CH2:7][CH2:8][N:9]2[CH2:13][CH2:12][CH2:11][CH2:10]2)=[CH:4][CH:3]=1.C([Li])CCC.[CH3:21][O:22][C:23]1[CH:24]=[C:25]2[C:30](=[CH:31][C:32]=1[O:33][CH3:34])[C:29](=O)[CH2:28][CH2:27][CH2:26]2>CCOCC.C1COCC1>[CH3:34][O:33][C:32]1[CH:31]=[C:30]2[C:25](=[CH:24][C:23]=1[O:22][CH3:21])[C:26]([C:2]1[CH:15]=[CH:14][C:5]([O:6][CH2:7][CH2:8][N:9]3[CH2:13][CH2:12][CH2:11][CH2:10]3)=[CH:4][CH:3]=1)=[CH:27][CH2:28][CH2:29]2. Procedure: A solution of 6.75 g (0.025 moles) of 1-(2-(4-bromophenoxy)ethyl)pyrrolidine in 250 ml of ether was cooled to −78° C. under N2. Several ml of THF were added to maintain a clear solution. 16.7 ml of 1.6 M n-butyllithium was added dropwise keeping the temperature below −70° C. After stirring at −78° C. for 1 hour, a solution of 5 g (0.024 moles) of 6,7-dimethoxy-1-tetralone in 25 ml of THF was added dropwise during 1 hour keeping the temperature below −70° C. After stirring for 2.5 hours at −78° C... Reactants: N(=NC(=O)OC(C)(C)C)C(=O)OC(C)(C)C (di-tert-butyl azodicarboxylate), BrC1=CC=C(C=C1)O (4-Bromophenol), C(C)(C)(C)OC(N[C@@H](CO)C)=O (((R)-2-hydroxy-1-methyl-ethyl)-carbamic acid tert-butyl ester), C1(=CC=CC=C1)P(C1=CC=CC=C1)C1=CC=CC=C1 (triphenylphosphine). The solvent is C1(=CC=CC=C1)C (toluene), C1(=CC=CC=C1)C (toluene). Reaction conditions: temperature 80 celsius, time 8 hour. Product: C(C)(C)(C)OC(N[C@@H](COC1=CC=C(C=C1)Br)C)=O ([(R)-2-(4-Bromo-phenoxy)-1-methyl-ethyl]-carbamic acid tert-butyl ester). As a reaction SMILES: [Br:1][C:2]1[CH:7]=[CH:6][C:5]([OH:8])=[CH:4][CH:3]=1.[C:9]([O:13][C:14](=[O:20])[NH:15][C@H:16]([CH3:19])[CH2:17]O)([CH3:12])([CH3:11])[CH3:10].C1(P(C2C=CC=CC=2)C2C=CC=CC=2)C=CC=CC=1.N(C(OC(C)(C)C)=O)=NC(OC(C)(C)C)=O>C1(C)C=CC=CC=1>[C:9]([O:13][C:14](=[O:20])[NH:15][C@H:16]([CH3:17])[CH2:19][O:8][C:5]1[CH:6]=[CH:7][C:2]([Br:1])=[CH:3][CH:4]=1)([CH3:12])([CH3:11])[CH3:10]. Procedure: 4-Bromophenol (0.2 g, 1.14 mmol), ((R)-2-hydroxy-1-methyl-ethyl)-carbamic acid tert-butyl ester (0.2 g, 1.14 mmol) and triphenylphosphine (0.45 g, 1.71 mmol) were dissolved in anhydrous toluene (10 ml) under an atmosphere of nitrogen. A solution of di-tert-butyl azodicarboxylate (0.39 g, 1.71 mmol) in toluene (5 ml) was added slowly ensuring that the temperature did not exceed 35° C. The reaction mixture was heated to 80° C. and stirred overnight. The solvent was removed in vacuo and the residue... Reactants: CCOC(=O)C1SCSCC12OCCO2, CCO, [Na+], [OH-], O. Yields the product O=C(O)C1SCSCC12OCCO2. As a reaction SMILES: [CH2:3]([CH3:4])[O:5][C:6](=[O:7])[CH:8]1[C:9]2([O:10][CH2:11][CH2:12][O:13]2)[CH2:14][S:15][CH2:16][S:17]1.[CH3:19][CH2:20][OH:21].[Na+:2].[OH-:1].[OH2:18]>>[O:5]=[C:6]([OH:7])[CH:8]1[C:9]2([O:10][CH2:11][CH2:12][O:13]2)[CH2:14][S:15][CH2:16][S:17]1. The reactants are CCOCC, CO, COCCN(CC(CCOC1CCCCO1)c1ccc(Cl)c(Cl)c1)C(=O)Cc1cccc(OC(C)C)c1, Cl. The product is COCCN(CC(CCO)c1ccc(Cl)c(Cl)c1)C(=O)Cc1cccc(OC(C)C)c1. RXN SMILES: [CH2:39]([O:40][CH2:41][CH3:42])[CH3:43].[CH3:44][OH:45].[CH:2]([CH3:3])([CH3:4])[O:5][c:6]1[cH:7][c:8]([CH2:12][C:13](=[O:14])[N:15]([CH2:16][CH2:17][O:18][CH3:19])[CH2:20][CH:21]([CH2:22][CH2:23][O:24][CH:25]2[CH2:26][CH2:27][CH2:28][CH2:29][O:30]2)[c:31]2[cH:32][c:33]([Cl:38])[c:34]([Cl:37])[cH:35][cH:36]2)[cH:9][cH:10][cH:11]1.[ClH:1]>>[CH:2]([CH3:3])([CH3:4])[O:5][c:6]1[cH:7][c:8]([CH2:12][C:13](=[O:14])[N:15]([CH2:16][CH2:17][O:18][CH3:19])[CH2:20][CH:21]([CH2:22][CH2:23][OH:24])[c:31]2[cH:32][c:33]([Cl:38])[c:34]([Cl:37])[cH:35][cH:36]2)[cH:9][cH:10][cH:11]1. The reactants are [N+](=O)([O-])C1=CC=C(C=C1)C1CCN(CC1)C(=O)OC(C)(C)C (tert-butyl 4-(4-nitrophenyl)-1-piperidinecarboxylate). Reagents/catalysts: [C].[Pd] (palladium carbon). The solvent is C(C)O (ethanol). Yields the product NC1=CC=C(C=C1)C1CCN(CC1)C(=O)OC(C)(C)C (tert-butyl 4-(4-aminophenyl)-1-piperidinecarboxylate). Reaction SMILES: [N+:1]([C:4]1[CH:9]=[CH:8][C:7]([CH:10]2[CH2:15][CH2:14][N:13]([C:16]([O:18][C:19]([CH3:22])([CH3:21])[CH3:20])=[O:17])[CH2:12][CH2:11]2)=[CH:6][CH:5]=1)([O-])=O>[C].[Pd].C(O)C>[NH2:1][C:4]1[CH:9]=[CH:8][C:7]([CH:10]2[CH2:11][CH2:12][N:13]([C:16]([O:18][C:19]([CH3:22])([CH3:21])[CH3:20])=[O:17])[CH2:14][CH2:15]2)=[CH:6][CH:5]=1 |f:1.2|. Procedure details: An ethanol solution (30 ml) of tert-butyl 4-(4-nitrophenyl)-1-piperidinecarboxylate (1.7 g) was subjected to catalytic hydrogenation using 10% palladium carbon (0.2 g) as a catalyst under normal temperature and normal pressure. After the catalyst was filtered off, the filtrate was concentrated to give tert-butyl 4-(4-aminophenyl)-1-piperidinecarboxylate as a viscous oily substance. The titled compound (2.2 g) was obtained as colorless crystals, by carrying out the same operation as in Example 1,... Reactants: NC1=C(C=C(C(=C1)C(F)(F)F)Br)S(=O)(=O)N (2-Amino-4-trifluoromethyl-5-bromo-benzenesulfonamide), NC1=C(C=C(C(=C1)C(F)(F)F)Br)S(=O)(=O)N (2-amino-4-trifluoromethyl-5-bromobenzenesulfonamide), C(C1=CC=C(C=C1)OC)(=O)Cl (p-anisic acid chloride). The product is C(C1=CC=C(C=C1)OC)(=O)NC1=C(C=C(C(=C1)C(F)(F)F)Br)S(=O)(=O)N (2-p-anisoylamino-4-trifluoromethyl-5-bromo-benzenesulfonamide). Reaction SMILES: [NH2:1][C:2]1[CH:7]=[C:6]([C:8]([F:11])([F:10])[F:9])[C:5]([Br:12])=[CH:4][C:3]=1[S:13]([NH2:16])(=[O:15])=[O:14].[C:17](Cl)(=[O:26])[C:18]1[CH:23]=[CH:22][C:21]([O:24][CH3:25])=[CH:20][CH:19]=1>>[C:17]([NH:1][C:2]1[CH:7]=[C:6]([C:8]([F:9])([F:11])[F:10])[C:5]([Br:12])=[CH:4][C:3]=1[S:13]([NH2:16])(=[O:14])=[O:15])(=[O:26])[C:18]1[CH:23]=[CH:22][C:21]([O:24][CH3:25])=[CH:20][CH:19]=1. Reported procedure: 2-Amino-4-trifluoromethyl-5-bromo-benzenesulfonamide (formula (V): R2 = Br) is first prepared according to the above-described technique. M.p.= 202° C. The 2-amino-4-trifluoromethyl-5-bromobenzenesulfonamide (9.60 g) is then reacted, as in Example 2A, with p-anisic acid chloride (6.8 g), to give 12.2 g 2-p-anisoylamino-4-trifluoromethyl-5-bromo-benzenesulfonamide, M.p.= 321° C.